This data is from the Open Reaction Database (ORD), a public repository of structured organic reaction records. The task is: describe an organic reaction: reactants, conditions, products, and yield The reactants are COC1=CC=C(C=N1)CCOC1=C2C=C(NC2=CC=C1)C(=O)O (4-[2-(6-methoxy-pyridin-3-yl)-ethoxy]-1H-indole-2-carboxylic acid), NC1CCC(CC1)(O)CCN1C[C@@H]([C@H](CC1)O)C ((3S,4S)-1-[2-(4-Amino-1-hydroxy-cyclohexyl)-ethyl]-3-methyl-piperidin-4-ol). Product: OC1(CCC(CC1)NC(=O)C=1NC2=CC=CC(=C2C1)OCCC=1C=NC(=CC1)OC)CCN1C[C@@H]([C@H](CC1)O)C (4-[2-(6-Methoxy-pyridin-3-yl)-ethoxy]-1H-indole-2-carboxylic acid {4-hydroxy-4-[2-((3S,4S)-4-hydroxy-3-methyl-piperidin-1-yl)-ethyl]-cyclohexyl}-amide). Reaction SMILES: [CH3:1][O:2][C:3]1[N:8]=[CH:7][C:6]([CH2:9][CH2:10][O:11][C:12]2[CH:20]=[CH:19][CH:18]=[C:17]3[C:13]=2[CH:14]=[C:15]([C:21]([OH:23])=O)[NH:16]3)=[CH:5][CH:4]=1.[NH2:24][CH:25]1[CH2:30][CH2:29][C:28]([CH2:32][CH2:33][N:34]2[CH2:39][CH2:38][C@H:37]([OH:40])[C@@H:36]([CH3:41])[CH2:35]2)([OH:31])[CH2:27][CH2:26]1>>[OH:31][C:28]1([CH2:32][CH2:33][N:34]2[CH2:39][CH2:38][C@H:37]([OH:40])[C@@H:36]([CH3:41])[CH2:35]2)[CH2:29][CH2:30][CH:25]([NH:24][C:21]([C:15]2[NH:16][C:17]3[C:13]([CH:14]=2)=[C:12]([O:11][CH2:10][CH2:9][C:6]2[CH:7]=[N:8][C:3]([O:2][CH3:1])=[CH:4][CH:5]=2)[CH:20]=[CH:19][CH:18]=3)=[O:23])[CH2:26][CH2:27]1. Procedure details: This compound is synthesized analogously to example 1 from 4-[2-(6-methoxy-pyridin-3-yl)-ethoxy]-1H-indole-2-carboxylic acid 16n and amine 14.